Dataset: the Open Reaction Database (ORD), a public repository of structured organic reaction records. Task: describe an organic reaction: reactants, conditions, products, and yield Reactants: C(C)OC(=O)C=1C(N(C2=NC=CC=C2C1Cl)CC1=CC=CC=C1)=O (1-Benzyl-4-chloro-2-oxo-1,2-dihydro-[1,8]-naphthyridine-3-carboxylic acid ethyl ester), N1CCNCC1 (piperazine). The solvent is ClCCl (dichloromethane), ClCCl (dichloromethane). Run at time 8 hour. Yields the product C(C)OC(=O)C=1C(N(C2=NC=CC=C2C1N1CCNCC1)CC1=CC=CC=C1)=O (1-Benzyl-2-oxo-4-piperazin-1-yl-1,2-dihydro-[1,8]-naphthyridine-3-carboxylic acid ethyl ester). The yield is 81.5%. RXN SMILES: [CH2:1]([O:3][C:4]([C:6]1[C:7](=[O:24])[N:8]([CH2:17][C:18]2[CH:23]=[CH:22][CH:21]=[CH:20][CH:19]=2)[C:9]2[C:14]([C:15]=1Cl)=[CH:13][CH:12]=[CH:11][N:10]=2)=[O:5])[CH3:2].[NH:25]1[CH2:30][CH2:29][NH:28][CH2:27][CH2:26]1>ClCCl>[CH2:1]([O:3][C:4]([C:6]1[C:7](=[O:24])[N:8]([CH2:17][C:18]2[CH:23]=[CH:22][CH:21]=[CH:20][CH:19]=2)[C:9]2[C:14]([C:15]=1[N:25]1[CH2:30][CH2:29][NH:28][CH2:27][CH2:26]1)=[CH:13][CH:12]=[CH:11][N:10]=2)=[O:5])[CH3:2]. Reported procedure: A solution of 1-benzyl-4-chloro-2-oxo-1,2-dihydro-[1,8]-naphthyridine-3-carboxylic acid ethyl ester (4) (1.2 g, 3.5 mmol) in dichloromethane was added slowly to a stirred solution of piperazine (0.9 g, 10.5 mmol) in dichloromethane at room temperature. The solution was stirred overnight at room temperature. The solvent was evaporated and the residue was suspended in water, sonicated briefly, and extracted with dichloromethane. The combined organic phase was subsequently washed by water and brine... The reactants are CC(C)C1COC(=O)N1C(=O)C(C)C(C)(C)c1ccccc1, [Li+], [Na+], [Na+], C1CCOC1, [OH-], O, O, OO, O=S([O-])[O-]. Yields the product CC(C(=O)O)C(C)(C)c1ccccc1. Reaction SMILES: [CH3:1][CH:2]([C:3](=[O:4])[N:5]1[CH:6]([CH:7]([CH3:8])[CH3:9])[CH2:10][O:11][C:12]1=[O:13])[C:14]([CH3:15])([c:16]1[cH:17][cH:18][cH:19][cH:20][cH:21]1)[CH3:22].[Li+:27].[Na+:32].[Na+:33].[O:34]1[CH2:35][CH2:36][CH2:37][CH2:38]1.[OH-:26].[OH2:25].[OH2:39].[OH:23][OH:24].[S:28](=[O:29])([O-:30])[O-:31]>>[CH3:1][CH:2]([C:3]([OH:4])=[O:29])[C:14]([CH3:15])([c:16]1[cH:17][cH:18][cH:19][cH:20][cH:21]1)[CH3:22]. The reactants are C(C)(=O)C=1C=C(C=NC1)C=1C=C2CCCN(C2=NC1)C(=O)N (6-(5-Acetyl-pyridin-3-yl)-3,4-dihydro-2H-[1,8]naphthyridine-1-carboxylic acid amide), [BH4-].[Na+] (NaBH4). Solvent: CO (MeOH). Reaction conditions: time 30 minute. The product is OC(C)C=1C=C(C=NC1)C=1C=C2CCCN(C2=NC1)C(=O)N (6-[5-(1-Hydroxy-ethyl)-pyridin-3-yl]-3,4-dihydro-2H-[1,8]naphthyridine-1-carboxylic acid amide). The yield is 75.0%. Reaction SMILES: [C:1]([C:4]1[CH:5]=[C:6]([C:10]2[CH:11]=[C:12]3[C:17](=[N:18][CH:19]=2)[N:16]([C:20]([NH2:22])=[O:21])[CH2:15][CH2:14][CH2:13]3)[CH:7]=[N:8][CH:9]=1)(=[O:3])[CH3:2].[BH4-].[Na+]>CO>[OH:3][CH:1]([C:4]1[CH:5]=[C:6]([C:10]2[CH:11]=[C:12]3[C:17](=[N:18][CH:19]=2)[N:16]([C:20]([NH2:22])=[O:21])[CH2:15][CH2:14][CH2:13]3)[CH:7]=[N:8][CH:9]=1)[CH3:2] |f:1.2|. Reported procedure: 6-(5-Acetyl-pyridin-3-yl)-3,4-dihydro-2H-[1,8]naphthyridine-1-carboxylic acid amide (20 mg, 0.067 mmol) is dissolved in 2.0 mL of MeOH and NaBH4 (7.7 mg, 0.20 mmol) is added. The mixture is stirred for 30 min and then MeOH is removed at room temperature and saturated aqueous NH4Cl (2 mL) is added along with water (2 mL) and EtOAc (5 mL). The mixture is stirred for 5 min and the aqueous layer is separated and extracted with EtOAc (2×3 ml). The organic layers are combined and concentrated to give ... Starting materials: NC=1C=C(C(=O)O)C=CC1OC (3-amino-4-methoxybenzoic acid), ClCC(=O)Cl (2-chloroacetyl chloride), COC=1C=C(N)C=C(C1OC)OC (3,4,5-trimethoxyaniline). Product: COC=1C=C(C=C(C1OC)OC)NC(C1=CC(=C(C=C1)OC)NC(CCl)=O)=O (N-(3′,4′,5′-trimethoxyphenyl)-3-(2-chloroacetamido)-4-methoxybenzamide). As a reaction SMILES: [NH2:1][C:2]1[CH:3]=[C:4]([CH:8]=[CH:9][C:10]=1[O:11][CH3:12])[C:5]([OH:7])=O.[Cl:13][CH2:14][C:15](Cl)=[O:16].[CH3:18][O:19][C:20]1[CH:21]=[C:22]([CH:24]=[C:25]([O:29][CH3:30])[C:26]=1[O:27][CH3:28])[NH2:23]>>[CH3:30][O:29][C:25]1[CH:24]=[C:22]([NH:23][C:5](=[O:7])[C:4]2[CH:8]=[CH:9][C:10]([O:11][CH3:12])=[C:2]([NH:1][C:15](=[O:16])[CH2:14][Cl:13])[CH:3]=2)[CH:21]=[C:20]([O:19][CH3:18])[C:26]=1[O:27][CH3:28]. Reported procedure: Compound 1 is synthesized following a similar method as in Example 1 and using 3-amino-4-methoxybenzoic acid, 2-chloroacetyl chloride and 3,4,5-trimethoxyaniline as materials. Total yield of the two steps: 56%. Product: COC(=O)C1=CC(C2=C3C=CC=NC3=C(C=C2N1)OC)=O (6-methyoxy-1-oxo-1,4-dihydro-4,7-phenanthroline-3-carboxylic acid methyl ester). Starting materials: potassium tert.-butylate, C(C)(=O)C1=C2C=CC=NC2=C(C=C1NC(=O)C(=O)N)OC (N-(5-acetyl-8-methoxyquinolin-6-yl)oxamide), CN(C=O)C (N,N-dimethylformamide), O (water). As a reaction SMILES: [C:1]([C:4]1[C:13]([NH:14][C:15]([C:17](N)=[O:18])=O)=[CH:12][C:11]([O:20][CH3:21])=[C:10]2[C:5]=1[CH:6]=[CH:7][CH:8]=[N:9]2)(=[O:3])[CH3:2].[OH2:22].[CH3:23]N(C)C=O>>[CH3:23][O:22][C:17]([C:15]1[NH:14][C:13]2[C:4](=[C:5]3[C:10](=[C:11]([O:20][CH3:21])[CH:12]=2)[N:9]=[CH:8][CH:7]=[CH:6]3)[C:1](=[O:3])[CH:2]=1)=[O:18]. Reported procedure: 2 g of anhydrous potassium tert.-butylate are added to a solution of 2.5 g of N-(5-acetyl-8-methoxyquinolin-6-yl)oxamide acid methyl ester in 50 ml of anhydrous N,N-dimethylformamide and the whole is heated, with the exclusion of water, for 10 hours at 130°. The solution is then allowed to cool and is evaporated to dryness in vacuo. The residue is treated in succession with 2 N acetic acid and water. By chromatographic purification on silica gel and fractionated crystallisation from N,N-dimethyl... The reactants are CCOC(=O)CBr, O=C([O-])[O-], CC(=O)c1c2cccccc-2[nH]c1=O, [K+], [K+], CN(C)C=O, O. Yields the product CCOC(=O)Cn1c2cccccc-2c(C(C)=O)c1=O. As a reaction SMILES: [Br:21][CH2:22][C:23](=[O:24])[O:25][CH2:26][CH3:27].[C:15](=[O:16])([O-:17])[O-:18].[C:1]([CH3:2])(=[O:3])[c:4]1[c:5]2[cH:14][cH:13][cH:12][cH:11][cH:10][c:6]-2[nH:7][c:8]1=[O:9].[K+:19].[K+:20].[O:28]=[CH:29][N:30]([CH3:31])[CH3:32].[OH2:33]>>[C:1]([CH3:2])(=[O:3])[c:4]1[c:5]2[cH:14][cH:13][cH:12][cH:11][cH:10][c:6]-2[n:7]([CH2:22][C:23](=[O:24])[O:25][CH2:26][CH3:27])[c:8]1=[O:9]. The reactants are CC(C)(C)[O-], CC(=O)O, ClCCCc1cncn1Cc1noc2ccccc12, Cl, [K+], C1CCOC1. Product: c1ccc2c(C3CCCc4cncn43)noc2c1. RXN SMILES: [CH3:21][C:22]([CH3:23])([O-:24])[CH3:25].[CH3:27][C:28](=[O:29])[OH:30].[Cl:2][CH2:3][CH2:4][CH2:5][c:6]1[cH:7][n:8][cH:9][n:10]1[CH2:11][c:12]1[n:13][o:14][c:15]2[c:16]1[cH:17][cH:18][cH:19][cH:20]2.[ClH:1].[K+:26].[O:31]1[CH2:32][CH2:33][CH2:34][CH2:35]1>>[CH2:3]1[CH2:4][CH2:5][c:6]2[cH:7][n:8][cH:9][n:10]2[CH:11]1[c:12]1[n:13][o:14][c:15]2[c:16]1[cH:17][cH:18][cH:19][cH:20]2. Reactants: C1(=CC=CC=C1O)C (ortho-cresol), C(Cl)C1CO1 (epichlorohydrin). Reagents/catalysts: N1CCCCC1 (piperidine). Yields the product O1C(COC2=C(C=CC=C2)C)C1 (2,3-Epoxy-1-(2-methylphenoxy)propane). Reaction SMILES: [C:1]1([CH3:8])[C:6]([OH:7])=[CH:5][CH:4]=[CH:3][CH:2]=1.[CH2:9]([CH:11]1[O:13][CH2:12]1)Cl>N1CCCCC1>[O:13]1[CH2:12][CH:11]1[CH2:9][O:7][C:6]1[CH:5]=[CH:4][CH:3]=[CH:2][C:1]=1[CH3:8]. Procedure: A solution of ortho-cresol (64.8 g., 0.6 mole), epichlorohydrin (330 g., 3.6 mole), and piperidine (5 drops) was allowed to react and the product was isolated using the same methods outlined hereinabove in Example 1. Concentration of the methylene chloride extract gave 95 g. of crude epoxide (IIb) which was used without further purification.